This data is from the Open Reaction Database (ORD), a public repository of structured organic reaction records. The task is: describe an organic reaction: reactants, conditions, products, and yield Starting materials: BrC=1C=C(C=CC1)SC1=CC(=NN1C1=C(C=CC(=C1)F)F)C(=O)NC (5-[(3-bromophenyl)thio]-1-(2,5-difluorophenyl)-N-methyl-1H-pyrazole-3-carboxamide), [OH-].[Na+] (sodium hydroxide), [Cl-].[Al+3].[Cl-].[Cl-] (aluminum chloride), [H-].[Al+3].[Li+].[H-].[H-].[H-] (lithium aluminum hydride). The solvent is O1CCCC1 (tetrahydrofuran), O1CCCC1 (tetrahydrofuran). Reaction conditions: time 15 minute. The product is BrC=1C=C(C=CC1)SC1=CC(=NN1C1=C(C=CC(=C1)F)F)CNC (1-{5-[(3-bromophenyl)thio]-1-(2,5-difluorophenyl)-1H-pyrazol-3-yl}-N-methylmethanamine). Yield: 90.4%. Reaction SMILES: [Cl-].[Al+3].[Cl-].[Cl-].[H-].[Al+3].[Li+].[H-].[H-].[H-].[Br:11][C:12]1[CH:13]=[C:14]([S:18][C:19]2[N:23]([C:24]3[CH:29]=[C:28]([F:30])[CH:27]=[CH:26][C:25]=3[F:31])[N:22]=[C:21]([C:32]([NH:34][CH3:35])=O)[CH:20]=2)[CH:15]=[CH:16][CH:17]=1.[OH-].[Na+]>O1CCCC1>[Br:11][C:12]1[CH:13]=[C:14]([S:18][C:19]2[N:23]([C:24]3[CH:29]=[C:28]([F:30])[CH:27]=[CH:26][C:25]=3[F:31])[N:22]=[C:21]([CH2:32][NH:34][CH3:35])[CH:20]=2)[CH:15]=[CH:16][CH:17]=1 |f:0.1.2.3,4.5.6.7.8.9,11.12|. Procedure: To a suspension of aluminum chloride (1.28 g) in tetrahydrofuran (15 mL) was slowly added lithium aluminum hydride (364 mg) at 0° C., and the mixture was stirred at the same temperature for 15 min. To the obtained suspension was added dropwise a solution of 5-[(3-bromophenyl)thio]-1-(2,5-difluorophenyl)-N-methyl-1H-pyrazole-3-carboxamide (1.35 g) in tetrahydrofuran (7 mL) at 0° C., and the mixture was stirred at room temperature for 1 hr. A 8 mol/L aqueous sodium hydroxide solution was added to ... The reactants are [N+](=O)([O-])C1=CC=C(OCC2OC2)C=C1 (2-(4-nitro-phenoxymethyl)-oxirane), [N+](=O)([O-])C1=CC=C(OCC2OC2)C=C1 (2-(4-nitro-phenoxymethyl)-oxirane), O1CC1 (oxirane), C(C)NCC (diethylamine). The product is C(C)N(CC(COC1=CC=C(C=C1)[N+](=O)[O-])O)CC (1-diethylamino-3-(4-nitro-phenoxy)-propan-2-ol). Run in CCO (EtOH). Yield: 89.0%. Reaction SMILES: [N+:1]([C:4]1[CH:14]=[CH:13][C:7]([O:8][CH2:9][CH:10]2[CH2:12][O:11]2)=[CH:6][CH:5]=1)([O-:3])=[O:2].[CH2:15]([NH:17][CH2:18][CH3:19])[CH3:16].O1CC1>CCO>[CH2:15]([N:17]([CH2:18][CH3:19])[CH2:12][CH:10]([OH:11])[CH2:9][O:8][C:7]1[CH:13]=[CH:14][C:4]([N+:1]([O-:3])=[O:2])=[CH:5][CH:6]=1)[CH3:16]. Procedure details: A solution of 2-(4-nitro-phenoxymethyl)-oxirane (9.75 g, 50 mmol) in absolute EtOH (100 mL) was heated at 70° C. until 2-(4-nitro-phenoxymethyl)-oxirane is dissolved then the solution was allowed to cool to room temperature. Subsequently the room temperature solution was treated with diethylamine (5.2 mL, 1.0 equiv.) in one portion. The reaction mixture is stirred at room temperature for 15 min during which time starting material (oxirane) began to precipitate out of solution. The reaction mixtu... Run at time 15 minute. The reactants are [Cl-].[Al+3].[Cl-].[Cl-] (aluminum chloride), ClCC(=O)Cl (chloroacetyl chloride), C(C)C=1C=CC=C2C=CC(NC12)=O (8-ethylcarbostyril). Run in C(=S)=S (carbon disulfide). Conditions: time 8 hour. The product is ClCC(=O)C=1C=C2C=CC(NC2=C(C1)CC)=O (6-chloroacetyl-8-ethylcarbostyril). As a reaction SMILES: [Cl:1][CH2:2][C:3](Cl)=[O:4].[Cl-].[Al+3].[Cl-].[Cl-].[CH2:10]([C:12]1[CH:13]=[CH:14][CH:15]=[C:16]2[C:21]=1[NH:20][C:19](=[O:22])[CH:18]=[CH:17]2)[CH3:11]>C(=S)=S>[Cl:1][CH2:2][C:3]([C:14]1[CH:15]=[C:16]2[C:21](=[C:12]([CH2:10][CH3:11])[CH:13]=1)[NH:20][C:19](=[O:22])[CH:18]=[CH:17]2)=[O:4] |f:1.2.3.4|. Procedure: To a solution of 62 ml of chloroacetyl chloride in 600 ml of carbon disulfide were added, with ice-cooling, 173 g of aluminum chloride and 44 g of 8-ethylcarbostyril in this order. The mixture was refluxed for 6 hours. The reaction mixture was subjected to distillation to remove carbon disulfide. The residue was poured into ice water. The mixture was stirred at room temperature overnight. The insoluble portion was collected by filtration, washed with water and dried to obtain 55 g of 6-chloroace...